From a dataset of the Open Reaction Database (ORD), a public repository of structured organic reaction records. describe an organic reaction: reactants, conditions, products, and yield Reactants: C(C)(=O)OC(C(=O)Cl)C(COC(C)=O)OC(C)=O (2,3,4-Triacetoxybutanoyl chloride), [Br-].[Li+] (lithium bromide). Run in C(Cl)Cl (methylene chloride). Run at time 24 hour. Yields the product C(C)(=O)OC(C(=O)Br)C(COC(C)=O)OC(C)=O (2,3,4-Triacetoxybutanoyl bromide). Yield: 97.5%. RXN SMILES: [C:1]([O:4][CH:5]([CH:9]([O:15][C:16](=[O:18])[CH3:17])[CH2:10][O:11][C:12](=[O:14])[CH3:13])[C:6](Cl)=[O:7])(=[O:3])[CH3:2].[Br-:19].[Li+]>C(Cl)Cl>[C:1]([O:4][CH:5]([CH:9]([O:15][C:16](=[O:18])[CH3:17])[CH2:10][O:11][C:12](=[O:14])[CH3:13])[C:6]([Br:19])=[O:7])(=[O:3])[CH3:2] |f:1.2|. Procedure details: 2,3,4-Triacetoxybutanoyl chloride (39.9 g, 0.142 mol), prepared according to the literature procedure Glattfeld, J. and Kribben, B., J.Am. Chem. Soc. 61 (1939) 1720) was mixed with lithium bromide (30.9 g, 0.356 mol) in methylene chloride (400 ml) and stirred at ambient temperature for 24 h. The mixture was filtered, the solid was washed with additional methylene chloride (50 ml) and the filtrate was evaporated at ambient temperature to give 45 g (97%) of the crude product as an oil. The reactants are C1(=CC=CC=C1)S (thiophenol), [OH-].[Na+] (NaOH), diazonium salt, diazo sulfide, Cl (HCl), N(=O)[O-].[Na+] (NaNO2), C(C=1C(N)=CC=CC1)(=O)O (Anthranilic acid). Reagents/catalysts: [Cu] (copper). The solvent is O (water), O (water), O (water). Reaction conditions: temperature 0 celsius, time 1 hour. Product: C1=CC=C(C=C1)SC2=CC=CC=C2C(=O)O (2-carboxydiphenyl sulfide). Reaction SMILES: [C:1]([OH:10])(=[O:9])[C:2]1[C:3](=[CH:5][CH:6]=[CH:7][CH:8]=1)N.Cl.N([O-])=O.[Na+].[C:16]1([SH:22])[CH:21]=[CH:20][CH:19]=[CH:18][CH:17]=1.[OH-].[Na+]>O.[Cu]>[CH:19]1[CH:20]=[CH:21][C:16]([S:22][C:3]2[C:2]([C:1]([OH:10])=[O:9])=[CH:8][CH:7]=[CH:6][CH:5]=2)=[CH:17][CH:18]=1 |f:2.3,5.6|. Procedure details: Anthranilic acid (41.0 g, 300 mmol) is dissolved in 200 mL of water, then 64 mL of HCl is added. The solution is cooled to 0° C. and diazotized with a solution of NaNO2 (22 g, 319 mmol) in 45 mL of water. The diazonium salt solution is stirred at 0° C. for 30 min. and then is kept at 0° C. while it is added dropwise during the course of 2.5 hours to a rapidly stirring, 0° C. solution of thiophenol (34.0 g, 309 mmol) in 300 mL of water containing 60 g (1500 mmol) of NaOH and 3 g of copper powder....